Dataset: the Open Reaction Database (ORD), a public repository of structured organic reaction records. Task: describe an organic reaction: reactants, conditions, products, and yield Starting materials: [N+](=O)([O-])C1=C(C=CC=C1)C1=CC=C(C=C1)C=1OC2=C(N1)C=CC=C2 (2-(2′-nitrobiphenyl-4-yl)benzo[d]oxazole), C1=CC=C(C=C1)P(C2=CC=CC=C2)C3=CC=CC=C3 (PPh3). Reaction conditions: temperature 180 celsius, time 24 hour. The product is C1=C(C=CC=2C3=CC=CC=C3NC12)C=1OC2=C(N1)C=CC=C2 (2-(9H-carbazol-2-yl)benzo[d]oxazole). The yield is 83.4%. As a reaction SMILES: [N+:1]([C:4]1[CH:9]=[CH:8][CH:7]=[CH:6][C:5]=1[C:10]1[CH:15]=[CH:14][C:13]([C:16]2[O:17][C:18]3[CH:24]=[CH:23][CH:22]=[CH:21][C:19]=3[N:20]=2)=[CH:12][CH:11]=1)([O-])=O.C1C=CC(P(C2C=CC=CC=2)C2C=CC=CC=2)=CC=1>>[CH:14]1[C:15]2[NH:1][C:4]3[C:5](=[CH:6][CH:7]=[CH:8][CH:9]=3)[C:10]=2[CH:11]=[CH:12][C:13]=1[C:16]1[O:17][C:18]2[CH:24]=[CH:23][CH:22]=[CH:21][C:19]=2[N:20]=1. Reported procedure: To a three-necked flask equipped with a magnetic stir bar and a condenser was added 2-(2′-nitrobiphenyl-4-yl)benzo[d]oxazole (1.08 g, 3.41 mmol, 1.0 eq) and PPh3 (4.48 g, 17.07 mmol, 5.0 eq). The flask was evacuated and back-filled with nitrogen. The evacuation and back-fill procedure was repeated twice. Then 1,2-dichlorobenzene (20 mL) was added under the protection of nitrogen. The mixture was stirred in an oil bath at a temperature of 175-185° C. for 24 hours, and cooled. The solvent was remo... Procedure details: A 100 mL flame-dried round-bottomed flask equipped with a magnetic stir bar was charged with (5R,6S)-5-(3-chlorophenyl)-6-(4-chlorophenyl)piperidin-2-one (1.32 g, 4.12 mmol) (Example 1, Step E) and anhydrous THF (41.2 mL). This solution was cooled to 0° C. under argon and BuLi (3.30 mL, 8.24 mmol) was added. After 10 minutes allyl bromide (0.357 mL, 4.12 mmol) was added. After an additional 45 minutes the reaction was quenched by the addition of sat. aq. NH4Cl and the layers were separated. The ... As a reaction SMILES: [Cl:1][C:2]1[CH:3]=[C:4]([C@@H:8]2[C@@H:13]([C:14]3[CH:19]=[CH:18][C:17]([Cl:20])=[CH:16][CH:15]=3)[NH:12][C:11](=[O:21])[CH2:10][CH2:9]2)[CH:5]=[CH:6][CH:7]=1.[Li][CH2:23][CH2:24][CH2:25]C.C(Br)C=C>C1COCC1>[CH2:25]([C@@H:10]1[CH2:9][C@H:8]([C:4]2[CH:5]=[CH:6][CH:7]=[C:2]([Cl:1])[CH:3]=2)[C@@H:13]([C:14]2[CH:15]=[CH:16][C:17]([Cl:20])=[CH:18][CH:19]=2)[NH:12][C:11]1=[O:21])[CH:24]=[CH2:23]. The product is C(C=C)[C@H]1C(N[C@@H]([C@H](C1)C1=CC(=CC=C1)Cl)C1=CC=C(C=C1)Cl)=O ((3R,5R,6S)-3-allyl-5-(3-chlorophenyl)-6-(4-chlorophenyl)piperidin-2-one). Solvent: C1CCOC1 (THF). Reactants: [Li]CCCC (BuLi), ClC=1C=C(C=CC1)[C@H]1CCC(N[C@@H]1C1=CC=C(C=C1)Cl)=O ((5R,6S)-5-(3-chlorophenyl)-6-(4-chlorophenyl)piperidin-2-one), C(C=C)Br (allyl bromide). Reaction conditions: temperature 0 celsius.